Dataset: the Open Reaction Database (ORD), a public repository of structured organic reaction records. Task: describe an organic reaction: reactants, conditions, products, and yield Starting materials: C1(CCCCC1)CC1C(CC(C(N1)=O)C(C)C)O (6-Cyclohexylmethyl-5-hydroxy-3-isopropylpiperidin-2 -one), C(C1=CC=CC=C1)[C@@H]1C(N[C@H]([C@H](C1)O)CC1=CC=CC=C1)=O ((3S,5S,6S)-3,6-Dibenzyl-5-hydroxypiperidin-2-one). Yields the product N[C@H]([C@@H]1C[C@@H](C(=O)O1)CC1=CC=CC=C1)CC1=CC=CC=C1 ((2S,4S,5S) 5-Amino-2-benzyl-6-phenyl-4-hexanolide). As a reaction SMILES: C1(CC2NC(=O)C(C(C)C)CC2O)CCCCC1.[CH2:19]([C@H:26]1[CH2:31][C@H:30]([OH:32])[C@H:29]([CH2:33][C:34]2[CH:39]=[CH:38][CH:37]=[CH:36][CH:35]=2)[NH:28][C:27]1=[O:40])[C:20]1[CH:25]=[CH:24][CH:23]=[CH:22][CH:21]=1>>[NH2:28][C@@H:29]([CH2:33][C:34]1[CH:39]=[CH:38][CH:37]=[CH:36][CH:35]=1)[C@H:30]1[O:32][C:27](=[O:40])[C@@H:26]([CH2:19][C:20]2[CH:25]=[CH:24][CH:23]=[CH:22][CH:21]=2)[CH2:31]1. Procedure: Following the procedure described in Example 7 and replacing the product of Example 6 with the product of Example 9 provides the title product.